From a dataset of the Open Reaction Database (ORD), a public repository of structured organic reaction records. describe an organic reaction: reactants, conditions, products, and yield Reactants: C=O (formalin), C1(=CC=CC=C1)O (phenol), C(C(=O)O)(=O)O (oxalic acid), C=O (formalin), C=O (formaldehyde). Reaction conditions: temperature 110 celsius, time 3600 second. The product is C=O.C1(=CC=CC=C1)O (Phenol-Formaldehyde). As a reaction SMILES: [C:1]1([OH:7])[CH:6]=[CH:5][CH:4]=[CH:3][CH:2]=1.C(O)(=O)C(O)=O.C=O>>[CH2:1]=[O:7].[C:1]1([OH:7])[CH:6]=[CH:5][CH:4]=[CH:3][CH:2]=1 |f:3.4|. Procedure: A glass reactor equipped with a stirrer, reflux condenser, addition funnel, and a device for controlling temperature was charged with 550 grams (5.85 moles) of phenol and 2.75 grams (0.03 mole) of oxalic acid. This mixture was heated to 110° C., and 298.8 grams (3.68 moles) of formalin, 37% aqueous formaldehyde, was slowly added during approximately 60 minutes (3600 s). The reaction mixture was allowed to reflux during the formalin addition, and for about 60 minutes (3600 s) thereafter. A vacuum... The reactants are O (water), C(C)[Mg]Br (Ethyl magnesium bromide), C(#N)C(CC(=O)OCC)C=C (ethyl 3-cyanopent-4-enoate), Ti(Oi-Pr)4. Solvent: C(C)OCC (diethylether). Run at time 30 minute. Product: C(=C)C1CC(NC12CC2)=O (7-ethenyl-4-azaspiro[2.4]heptan-5-one). Reaction SMILES: [CH2:1]([Mg]Br)[CH3:2].[C:5]([CH:7]([CH:14]=[CH2:15])[CH2:8][C:9]([O:11]CC)=O)#[N:6].O>C(OCC)C>[CH:14]([CH:7]1[C:5]2([CH2:2][CH2:1]2)[NH:6][C:9](=[O:11])[CH2:8]1)=[CH2:15]. Reported procedure: Ethyl magnesium bromide (3.0 M in ether, 2.2 mL, 6.6 mmol) was added dropwise over a period of 1 hour to a solution of ethyl 3-cyanopent-4-enoate (500 mg, 3.27 mmol) and Ti(Oi-Pr)4 (1.1 mL, 3.6 mmol) in diethylether (16.4 mL) at room temperature. The reaction mixture was diluted by the dropwise addition of water (3.27 mL) and stirred at room temperature for an additional 30 minutes. The reaction mixture was filtered and the filtrate was concentrated under reduced pressure to afford the crude pro...